Dataset: the Open Reaction Database (ORD), a public repository of structured organic reaction records. Task: describe an organic reaction: reactants, conditions, products, and yield Starting materials: C1CCOC1, CO, O=C(NC1CCCc2cc(CN3CCCCC3)c([N+](=O)[O-])cc21)C(F)(F)F, [Na+], [OH-], O. Yields the product NC1CCCc2cc(CN3CCCCC3)c([N+](=O)[O-])cc21. Reaction SMILES: [CH2:30]1[O:31][CH2:32][CH2:33][CH2:34]1.[CH3:35][OH:36].[F:1][C:2]([F:3])([F:4])[C:26]([NH:5][CH:6]1[CH2:7][CH2:8][CH2:9][c:10]2[cH:11][c:12]([CH2:19][N:20]3[CH2:21][CH2:22][CH2:23][CH2:24][CH2:25]3)[c:13]([N+:16](=[O:17])[O-:18])[cH:14][c:15]21)=[O:27].[Na+:29].[OH-:28].[OH2:37]>>[NH2:5][CH:6]1[CH2:7][CH2:8][CH2:9][c:10]2[cH:11][c:12]([CH2:19][N:20]3[CH2:21][CH2:22][CH2:23][CH2:24][CH2:25]3)[c:13]([N+:16](=[O:17])[O-:18])[cH:14][c:15]21. The reactants are ClC1=NC=CC(=N1)C1=C(N=C(S1)C(C)C)C=1C(=C(C=CC1)NS(=O)(=O)C1=C(C=CC=C1F)F)F (N-{3-[5-(2-chloro-4-pyrimidinyl)-2-(1-methylethyl)-1,3-thiazol-4-yl]-2-fluorophenyl}-2,6-difluorobenzenesulfonamide), NCCS(=O)(=O)C (2-aminoethyl-methyl-sulfone). Yields the product FC1=C(C(=CC=C1)F)S(=O)(=O)NC1=C(C(=CC=C1)C=1N=C(SC1C1=NC(=NC=C1)NCCS(=O)(=O)C)C(C)C)F (2,6-Difluoro-N-{2-fluoro-3-[2-(1-methylethyl)-5-(2-{[2-(methylsulfonyl)ethyl]amino}-4-pyrimidinyl)-1,3-thiazol-4-yl]phenyl}benzenesulfonamide), solid. Yield: 43.0%. Reaction SMILES: Cl[C:2]1[N:7]=[C:6]([C:8]2[S:12][C:11]([CH:13]([CH3:15])[CH3:14])=[N:10][C:9]=2[C:16]2[C:17]([F:34])=[C:18]([NH:22][S:23]([C:26]3[C:31]([F:32])=[CH:30][CH:29]=[CH:28][C:27]=3[F:33])(=[O:25])=[O:24])[CH:19]=[CH:20][CH:21]=2)[CH:5]=[CH:4][N:3]=1.[NH2:35][CH2:36][CH2:37][S:38]([CH3:41])(=[O:40])=[O:39]>>[F:33][C:27]1[CH:28]=[CH:29][CH:30]=[C:31]([F:32])[C:26]=1[S:23]([NH:22][C:18]1[CH:19]=[CH:20][CH:21]=[C:16]([C:9]2[N:10]=[C:11]([CH:13]([CH3:15])[CH3:14])[S:12][C:8]=2[C:6]2[CH:5]=[CH:4][N:3]=[C:2]([NH:35][CH2:36][CH2:37][S:38]([CH3:41])(=[O:40])=[O:39])[N:7]=2)[C:17]=1[F:34])(=[O:25])=[O:24]. Procedure: Following a procedure analogous to the procedure described in Example 1 using N-{3-[5-(2-chloro-4-pyrimidinyl)-2-(1-methylethyl)-1,3-thiazol-4-yl]-2-fluorophenyl}-2,6-difluorobenzenesulfonamide (0.100 g, 0.190 mmol) and 2-aminoethyl-methyl-sulfone (0.100 g, 0.812 mmol), the title compound was obtained as an off-white solid (53 mg, 43% yield). 1H NMR (400 MHz, DMSO-d6) δ ppm 10.87 (s, 1H), 8.09 (d, J=5.1 Hz, 1H), 7.62-7.74 (m, 1H), 7.39-7.49 (m, 2H), 7.33-7.39 (m, 1H), 7.20-7.32 (m, 3H), 5.89-6.0... Starting materials: NC=1C=C(OC=2C=CC=3N(N2)C=C(N3)NC(=O)C3CC3)C=CC1 (N-[6-(3-aminophenoxy)imidazo[1,2-b]pyridazin-2-yl]cyclopropanecarboxamide), ON1N=NC2=C1C=CC=C2 (1-hydroxybenzotriazole), FC(C1=NC=CC(=N1)C(=O)O)(F)F (2-(trifluoromethyl)pyrimidine-4-carboxylic acid), Cl.CN(CCCN=C=NCC)C (N-[3-(dimethylamino)propyl]-N′-ethylcarbodiimide hydrochloride). Run in CN(C=O)C (N,N-dimethylformamide). Yields the product C1(CC1)C(=O)NC=1N=C2N(N=C(C=C2)OC=2C=C(C=CC2)NC(=O)C2=NC(=NC=C2)C(F)(F)F)C1 (N-[3-({2-[(cyclopropylcarbonyl)amino]imidazo[1,2-b]pyridazin-6-yl}oxy)phenyl]-2-(trifluoromethyl)pyrimidine-4-carboxamide). Isolated yield 54.9%. RXN SMILES: [NH2:1][C:2]1[CH:3]=[C:4]([CH:21]=[CH:22][CH:23]=1)[O:5][C:6]1[CH:7]=[CH:8][C:9]2[N:10]([CH:12]=[C:13]([NH:15][C:16]([CH:18]3[CH2:20][CH2:19]3)=[O:17])[N:14]=2)[N:11]=1.[F:24][C:25]([F:36])([F:35])[C:26]1[N:31]=[C:30]([C:32](O)=[O:33])[CH:29]=[CH:28][N:27]=1.Cl.CN(C)CCCN=C=NCC.ON1C2C=CC=CC=2N=N1>CN(C)C=O>[CH:18]1([C:16]([NH:15][C:13]2[N:14]=[C:9]3[CH:8]=[CH:7][C:6]([O:5][C:4]4[CH:3]=[C:2]([NH:1][C:32]([C:30]5[CH:29]=[CH:28][N:27]=[C:26]([C:25]([F:36])([F:24])[F:35])[N:31]=5)=[O:33])[CH:23]=[CH:22][CH:21]=4)=[N:11][N:10]3[CH:12]=2)=[O:17])[CH2:20][CH2:19]1 |f:2.3|. Procedure details: Using N-[6-(3-aminophenoxy)imidazo[1,2-b]pyridazin-2-yl]cyclopropanecarboxamide (150 mg, 0.49 mmol), 2-(trifluoromethyl)pyrimidine-4-carboxylic acid (150 mg, 0.83 mmol), N-[3-(dimethylamino)propyl]-N′-ethylcarbodiimide hydrochloride (100 mg, 0.53 mmol), 1-hydroxybenzotriazole (72 mg, 0.53=mol) and N,N-dimethylformamide (6.0 mL) as starting materials and in the same manner as in Example 318, the title compound (130 mg, 54%) was obtained as a white powder. Reactants: ClC(=O)OCC1=CC=CC=C1 (benzyl chloroformate), Cl.N[C@@H](CS)C(=O)O (Cysteine HCl), Cl (HCl). The solvent is [OH-].[Na+] (NaOH), [OH-].[Na+] (NaOH). Conditions: temperature 0 celsius, time 1 hour. Yields the product C(=O)(OCC1=CC=CC=C1)N[C@@H](CSC(=O)OCC1=CC=CC=C1)C(=O)O (N,S-diCBZ-cysteine). Isolated yield 80.0%. As a reaction SMILES: Cl.[NH2:2][C@H:3]([C:6]([OH:8])=[O:7])[CH2:4][SH:5].Cl[C:10]([O:12][CH2:13][C:14]1[CH:19]=[CH:18][CH:17]=[CH:16][CH:15]=1)=[O:11].Cl>[OH-].[Na+]>[C:10]([NH:2][C@H:3]([C:6]([OH:8])=[O:7])[CH2:4][S:5][C:10]([O:12][CH2:13][C:14]1[CH:19]=[CH:18][CH:17]=[CH:16][CH:15]=1)=[O:11])([O:12][CH2:13][C:14]1[CH:19]=[CH:18][CH:17]=[CH:16][CH:15]=1)=[O:11] |f:0.1,4.5|. Procedure: Cysteine HCl (2.0 g, 12.6 mmol) was dissolved in 2N NaOH and benzyl chloroformate (4.5 mL) was slowly added over 15 min. The pH value of the solution was kept at 9-10 by addition of 2 N NaOH (~7 mL) at 0° C. After vigorous stirring for 1 h at 0° C., the aqueous solution was acidified with 2N HCl at pH ~2 to form a colorless syrup. The aqueous solution was decanted and the sticky syrup was triturated with petroleum ether (100 ml×3) to give N,S-diCBZ-cysteine (3.94 g, 80%) as a white solid. Analyt... Starting materials: OC1=C(C=O)C=CC(=C1C)O (2,4-Dihydroxy-3-methylbenzaldehyde), CC=1C(=C(C=O)C=CC1OC1OCCCC1)OC1OCCCC1 (3-methyl-2,4-bis(tetrahydro-2H-pyran-2-yloxy)benzaldehyde), O1CCCC=C1 (3,4-dihydro-2H-pyran), C1(=CC=C(C=C1)S(=O)(=O)[O-])C.[NH+]1=CC=CC=C1 (pyridinium para-toluenesulfonate). Yields the product OC1=C(C=O)C=CC(=C1C)OC1OCCCC1 (2-hydroxy-3-methyl-4-(tetrahydro-2H-pyran-2-yloxy)benzaldehyde). As a reaction SMILES: OC1C(C)=C(O)C=CC=1C=O.O1C=CCCC1.C1(C)C=CC(S([O-])(=O)=O)=CC=1.[NH+]1C=CC=CC=1.[CH3:35][C:36]1[C:37]([O:51]C2CCCCO2)=[C:38]([CH:41]=[CH:42][C:43]=1[O:44][CH:45]1[CH2:50][CH2:49][CH2:48][CH2:47][O:46]1)[CH:39]=[O:40]>>[OH:51][C:37]1[C:36]([CH3:35])=[C:43]([O:44][CH:45]2[CH2:50][CH2:49][CH2:48][CH2:47][O:46]2)[CH:42]=[CH:41][C:38]=1[CH:39]=[O:40] |f:2.3|. Procedure details: By following Example 2 procedure, 10.0 g of 2,4-Dihydroxy-3-methylbenzaldehyde was reacted with 48.3 g of 3,4-dihydro-2H-pyran in the presence of 1.6 g of pyridinium para-toluenesulfonate to get 15.0 g of crude title product. Formation of 3-methyl-2,4-bis(tetrahydro-2H-pyran-2-yloxy)benzaldehyde was not noticed either by GC or TLC of the crude sample. Crude product was purified by column chromatography to get the title compound as white solid. DSC: 58.2° C. (peak). IR (KBr): 3125, 2946, 2870, 27...